Dataset: the Open Reaction Database (ORD), a public repository of structured organic reaction records. Task: describe an organic reaction: reactants, conditions, products, and yield As a reaction SMILES: [CH2:1]([C:2]#[CH:3])[N:4]1[CH2:5][CH2:6][CH:7]([CH2:10][OH:11])[CH2:8][CH2:9]1.[CH:12]([NH:13][CH:14]([CH3:15])[CH3:16])([CH3:17])[CH3:18].[Cl:19][c:20]1[cH:21][cH:22][c:23]([C:26](=[CH:27][CH2:28][O:29][c:30]2[cH:31][c:32]([CH3:42])[c:33]([O:34][CH2:35][C:36](=[O:37])[O:38][CH3:39])[cH:40][cH:41]2)[c:43]2[cH:44][cH:45][c:46]([I:49])[cH:47][cH:48]2)[cH:24][cH:25]1.[Cu:96][I:97].[O:50]1[CH2:51][CH2:52][CH2:53][CH2:54]1.[Pd:55]([Cl:56])[Cl:57].[c:58]1([P:59]([c:60]2[cH:61][cH:62][cH:63][cH:64][cH:65]2)[c:66]2[cH:67][cH:68][cH:69][cH:70][cH:71]2)[cH:72][cH:73][cH:74][cH:75][cH:76]1.[c:77]1([P:78]([c:79]2[cH:80][cH:81][cH:82][cH:83][cH:84]2)[c:85]2[cH:86][cH:87][cH:88][cH:89][cH:90]2)[cH:91][cH:92][cH:93][cH:94][cH:95]1>>[CH2:1]([C:2]#[C:3][c:46]1[cH:45][cH:44][c:43]([C:26]([c:23]2[cH:22][cH:21][c:20]([Cl:19])[cH:25][cH:24]2)=[CH:27][CH2:28][O:29][c:30]2[cH:31][c:32]([CH3:42])[c:33]([O:34][CH2:35][C:36](=[O:37])[O:38][CH3:39])[cH:40][cH:41]2)[cH:48][cH:47]1)[N:4]1[CH2:5][CH2:6][CH:7]([CH2:10][OH:11])[CH2:8][CH2:9]1. Reactants: C#CCN1CCC(CO)CC1, CC(C)NC(C)C, COC(=O)COc1ccc(OCC=C(c2ccc(Cl)cc2)c2ccc(I)cc2)cc1C, [Cu]I, C1CCOC1, Cl[Pd]Cl, c1ccc(P(c2ccccc2)c2ccccc2)cc1, c1ccc(P(c2ccccc2)c2ccccc2)cc1. The product is COC(=O)COc1ccc(OCC=C(c2ccc(Cl)cc2)c2ccc(C#CCN3CCC(CO)CC3)cc2)cc1C. The reactants are COC1=C(CCl)C=CC=C1 (2-methoxybenzyl chloride), C(=O)(OC(C)(C)C)N[C@@H](CC1=CNC2=CC=CC=C12)C(=O)O (BOC-L-tryptophan). The product is CC(C)(OC(=O)NC(C(=O)OCC1=C(C=CC=C1)OC)CC1=CNC2=CC=CC=C12)C (2-Methoxybenzyl 2-(1,1-dimethylethoxycarbonylamino)-3-(3-indoly)propionate). As a reaction SMILES: [CH3:1][O:2][C:3]1[CH:10]=[CH:9][CH:8]=[CH:7][C:4]=1[CH2:5]Cl.[C:11]([NH:18][C@H:19]([C:30]([OH:32])=[O:31])[CH2:20][C:21]1[C:29]2[C:24](=[CH:25][CH:26]=[CH:27][CH:28]=2)[NH:23][CH:22]=1)([O:13][C:14]([CH3:17])([CH3:16])[CH3:15])=[O:12]>>[CH3:16][C:14]([CH3:17])([O:13][C:11]([NH:18][CH:19]([CH2:20][C:21]1[C:29]2[C:24](=[CH:25][CH:26]=[CH:27][CH:28]=2)[NH:23][CH:22]=1)[C:30]([O:32][CH2:5][C:4]1[CH:7]=[CH:8][CH:9]=[CH:10][C:3]=1[O:2][CH3:1])=[O:31])=[O:12])[CH3:15]. Procedure: Following the method of Example 1, 2-methoxybenzyl chloride (3.9) and N α BOC-L-tryptophan (7.6 g) gave the title compound which was recrystallised from ethyl acetate/petroleum ether (3.4 g), m.p. 132°-133° C. 1H NMR (360 MHz, CDCl3) δ7.99 (1H, s), 7.56 (1H, d, J=Hz), 7.33-7.07 (5H, m), 6.93-6.66 (3H, m), 5.21-5.07 (3H, m), 4.70-4.67 (1H, m), 3.01 (3H, s), 3.30 (1H, m), 1.41 (9H, s). Found: C, 67.91; H, 6.65; N, 6.60; C24H28N2O5 requires C, 68.00; H, 6.70; N, 6.66%. Reactants: CN1CCN2C3=C(C4=CC=CC(=C24)CC1)CCC3 (3-methyl-2,3,4,5,10,11-hexahydro-1H,9H-cyclopenta[b][1,4]diazocino[7,8,1-hi]indole), ClC(=O)OC(C)Cl (1-chloroethyl chloroformate). Solvent: ClC(C)Cl (dichloroethane). Product: C1CNCCC=2C=CC=C3C4=C(N1C23)CCC4 (2,3,4,5,10,11-Hexahydro-1H,9H-cyclopenta[b][1,4]diazocino[7,8,1-hi]indole). Yield: 33.1%. RXN SMILES: C[N:2]1[CH2:15][CH2:14][C:12]2=[C:13]3[C:8](=[CH:9][CH:10]=[CH:11]2)[C:7]2[CH2:16][CH2:17][CH2:18][C:6]=2[N:5]3[CH2:4][CH2:3]1.ClC(OC(Cl)C)=O>ClC(Cl)C>[CH2:4]1[N:5]2[C:13]3[C:8]([C:7]4[CH2:16][CH2:17][CH2:18][C:6]=42)=[CH:9][CH:10]=[CH:11][C:12]=3[CH2:14][CH2:15][NH:2][CH2:3]1. Procedure details: To a solution of 3-methyl-2,3,4,5,10,11-hexahydro-1H,9H-cyclopenta[b][1,4]diazocino[7,8,1-hi]indole (90 mg, 0.36 mmole) in dichloroethane (10 mL) was added 1-chloroethyl chloroformate (0.15 mL, 1.3 mmole) and the solution refluxed for 24 hours under nitrogen. The reaction mixture was cooled to room temperature and the solvent removed in vacuo and replaced with methanol (25 mL) and refluxed for another 3 hours under nitrogen. The solvent was removed in vacuo and the residue purified by flash colu... The reactants are O=CCCCOc1cc(C(F)(F)F)c2c(n1)NC(=O)CC2, c1cc2c(c(N3CCNCC3)c1)CCCC2. Product: O=C1CCc2c(C(F)(F)F)cc(OCCCCN3CCN(c4cccc5c4CCCC5)CC3)nc2N1. Reaction SMILES: [O:17]=[C:18]1[CH2:19][CH2:20][c:21]2[c:22]([C:34]([F:35])([F:36])[F:37])[cH:23][c:24]([O:28][CH2:29][CH2:30][CH2:31][CH:32]=[O:33])[n:25][c:26]2[NH:27]1.[c:1]1([N:11]2[CH2:12][CH2:13][NH:14][CH2:15][CH2:16]2)[cH:2][cH:3][cH:4][c:5]2[c:10]1[CH2:9][CH2:8][CH2:7][CH2:6]2>>[c:1]1([N:11]2[CH2:12][CH2:13][N:14]([CH2:32][CH2:31][CH2:30][CH2:29][O:28][c:24]3[cH:23][c:22]([C:34]([F:35])([F:36])[F:37])[c:21]4[c:26]([n:25]3)[NH:27][C:18](=[O:17])[CH2:19][CH2:20]4)[CH2:15][CH2:16]2)[cH:2][cH:3][cH:4][c:5]2[c:10]1[CH2:9][CH2:8][CH2:7][CH2:6]2. Yields the product C(C)(=O)N1CCC(CC1)C1=NC(=NC2=CC=CC=C12)N (4-(1-acetyl-4-piperidinyl)-2-aminoquinazoline). Yield: 66.8%. Reaction SMILES: [NH2:1][C:2]1[N:11]=[C:10]([CH:12]2[CH2:17][CH2:16][N:15]([C:18](=[O:25])[C:19]3C=CC=CC=3)[CH2:14][CH2:13]2)[C:9]2[C:4](=[CH:5][CH:6]=[CH:7][CH:8]=2)[N:3]=1.[OH-].[Na+]>C(O)C>[C:18]([N:15]1[CH2:16][CH2:17][CH:12]([C:10]2[C:9]3[C:4](=[CH:5][CH:6]=[CH:7][CH:8]=3)[N:3]=[C:2]([NH2:1])[N:11]=2)[CH2:13][CH2:14]1)(=[O:25])[CH3:19] |f:1.2|. Solvent: C(C)O (ethanol). Reported procedure: A mixture of 2-amino-4-(1-benzoyl-4-piperidinyl)quinazoline (24 g, 0.072 mol) obtained in Example 8 (3), ethanol (250 ml) and 6N sodium hydroxide aqueous solution (250 ml) was refluxed for about 7 hours under a nitrogen atmosphere. Thereafter ethanol was removed from the reaction mixture in vacuo. The residue was extracted with dichloromethane. The organic layer was washed with saturated sodium chloride aqueous solution, and then dried over magnesium sulfate and evaporated in vacuo. The residue ... Starting materials: NC1=NC2=CC=CC=C2C(=N1)C1CCN(CC1)C(C1=CC=CC=C1)=O (2-amino-4-(1-benzoyl-4-piperidinyl)quinazoline), [OH-].[Na+] (sodium hydroxide).